From a dataset of the Open Reaction Database (ORD), a public repository of structured organic reaction records. describe an organic reaction: reactants, conditions, products, and yield The reactants are C1(CC1)COC1=C(C=C(C=C1)F)C=1C2=C(N=CN1)C(=CN2)C(=O)O (4-(2-cyclopropylmethoxy-5-fluoro-phenyl)-5H-pyrrolo[3,2-d]pyrimidine-7-carboxylic acid), Cl.COCCNC(=O)[C@@H]1CC[C@H](CC1)N (trans-4-amino-cyclohexanecarboxylic acid (2-methoxy-ethyl)-amide hydrochloride). Yields the product COCCNC(=O)[C@@H]1CC[C@H](CC1)NC(=O)C1=CNC2=C1N=CN=C2C2=C(C=CC(=C2)F)OCC2CC2 (trans-4-(2-Cyclopropylmethoxy-5-fluoro-phenyl)-5H-pyrrolo[3,2-d]pyrimidine-7-carboxylic acid [4-(2-methoxy-ethylcarbamoyl)-cyclohexyl]-amide). RXN SMILES: [CH:1]1([CH2:4][O:5][C:6]2[CH:11]=[CH:10][C:9]([F:12])=[CH:8][C:7]=2[C:13]2[C:14]3[NH:21][CH:20]=[C:19]([C:22](O)=[O:23])[C:15]=3[N:16]=[CH:17][N:18]=2)[CH2:3][CH2:2]1.Cl.[CH3:26][O:27][CH2:28][CH2:29][NH:30][C:31]([C@H:33]1[CH2:38][CH2:37][C@H:36]([NH2:39])[CH2:35][CH2:34]1)=[O:32]>>[CH3:26][O:27][CH2:28][CH2:29][NH:30][C:31]([C@H:33]1[CH2:34][CH2:35][C@H:36]([NH:39][C:22]([C:19]2[C:15]3[N:16]=[CH:17][N:18]=[C:13]([C:7]4[CH:8]=[C:9]([F:12])[CH:10]=[CH:11][C:6]=4[O:5][CH2:4][CH:1]4[CH2:2][CH2:3]4)[C:14]=3[NH:21][CH:20]=2)=[O:23])[CH2:37][CH2:38]1)=[O:32] |f:1.2|. Reported procedure: Starting from 4-(2-cyclopropylmethoxy-5-fluoro-phenyl)-5H-pyrrolo[3,2-d]pyrimidine-7-carboxylic acid (example A77) and trans-4-amino-cyclohexanecarboxylic acid (2-methoxy-ethyl)-amide hydrochloride (A196) the title compound is obtained as colorless solid. The reactants are C(C1=CC=CC=C1)(C1=CC=CC=C1)N1CCNCC1 (benzhydrylpiperazine), ice water ethyl acetate, alkyl bromide, C([O-])([O-])=O.[Na+].[Na+] (sodium carbonate). The solvent is O1CCCC1 (tetrahydrofuran). Run at time 2 day. Product: C(C)N(C(C1=CC=CC=C1)=O)CC (N,N-diethylbenzamide). RXN SMILES: [CH:1]([N:14]1[CH2:19][CH2:18]N[CH2:16][CH2:15]1)(C1C=CC=CC=1)[C:2]1[CH:7]=[CH:6][CH:5]=[CH:4][CH:3]=1.C(=O)([O-])[O-:21].[Na+].[Na+]>O1CCCC1>[CH2:15]([N:14]([CH2:19][CH3:18])[C:1](=[O:21])[C:2]1[CH:7]=[CH:6][CH:5]=[CH:4][CH:3]=1)[CH3:16] |f:1.2.3|. Procedure: The mixture of benzhydrylpiperazine epimers (7.6 g, 14.9 mmol) was dissolved in 50 mL of dry tetrahydrofuran with 1.6 mL (18.6 mmol) of alkyl bromide and 5.1 g (36.9 mmol) of sodium carbonate and stirred at room temperature under nitrogen for 2 days. The reaction solution was poured into ice water/ethyl acetate and separated. The organic layer was dried over sodium sulfate, and concentrated in vacuo. The residue was dissolved in a small amount of dichloromethane and placed on a column of silica ... Reactants: O=C([O-])[O-], CCO, O=C(NC(COCC1CCNCC1)c1ccccc1Cl)c1ccc2c(Cl)c[nH]c2c1, [I-], [K+], [K+], [K+], O, OCCCl. Yields the product O=C(NC(COCC1CCN(CCO)CC1)c1ccccc1Cl)c1ccc2c(Cl)c[nH]c2c1. Reaction SMILES: [C:31](=[O:32])([O-:33])[O-:34].[CH3:43][CH2:44][OH:45].[Cl:1][c:2]1[cH:3][nH:4][c:5]2[cH:6][c:7]([C:11](=[O:12])[NH:13][CH:14]([CH2:15][O:16][CH2:17][CH:18]3[CH2:19][CH2:20][NH:21][CH2:22][CH2:23]3)[c:24]3[c:25]([Cl:30])[cH:26][cH:27][cH:28][cH:29]3)[cH:8][cH:9][c:10]12.[I-:38].[K+:35].[K+:36].[K+:37].[OH2:46].[OH:39][CH2:40][CH2:41][Cl:42]>>[Cl:1][c:2]1[cH:3][nH:4][c:5]2[cH:6][c:7]([C:11](=[O:12])[NH:13][CH:14]([CH2:15][O:16][CH2:17][CH:18]3[CH2:19][CH2:20][N:21]([CH2:41][CH2:40][OH:39])[CH2:22][CH2:23]3)[c:24]3[c:25]([Cl:30])[cH:26][cH:27][cH:28][cH:29]3)[cH:8][cH:9][c:10]12. Starting materials: CC(O)c1ccccc1S(=O)(=O)c1ccc2cc(Br)ccc2c1, OB(O)c1ccc(F)cc1. Product: CC(O)c1ccccc1S(=O)(=O)c1ccc2cc(-c3ccc(F)cc3)ccc2c1. Reaction SMILES: [Br:1][c:2]1[cH:3][c:4]2[cH:5][cH:6][c:7]([S:12](=[O:13])(=[O:14])[c:15]3[c:16]([CH:21]([CH3:22])[OH:23])[cH:17][cH:18][cH:19][cH:20]3)[cH:8][c:9]2[cH:10][cH:11]1.[F:24][c:25]1[cH:26][cH:27][c:28]([B:31]([OH:32])[OH:33])[cH:29][cH:30]1>>[c:2]1(-[c:28]2[cH:27][cH:26][c:25]([F:24])[cH:30][cH:29]2)[cH:3][c:4]2[cH:5][cH:6][c:7]([S:12](=[O:13])(=[O:14])[c:15]3[c:16]([CH:21]([CH3:22])[OH:23])[cH:17][cH:18][cH:19][cH:20]3)[cH:8][c:9]2[cH:10][cH:11]1. Procedure: Using an analogous procedure to that described in the second last paragraph of Note [115] above, 6-(2-methylimidazol-1-yl)-1-hexyne was reacted with 4-(2-bromo-4-fluorophenoxy)-6-methoxy-7-trifluoromethanesulphonyloxyquinazoline to give 4-(2-bromo-4-fluorophenoxy)-6-methoxy-7-[6-(2-methylimidazol-1-yl)-1-hexynyl]quinazoline; NMR Spectrum: (DMSOd6) 1.56 (m, 2H), 1.85 (m, 2H), 2.28 (s, 3H), 2.56 (m, 2H), 3.9 (m, 2H), 3.98 (s, 3H), 6.75 (br m, 1H), 7.1 (br m, 1H), 7.36-7.82 (m, 3H), 7.63 (s, 1H), 7... Reaction SMILES: [CH3:1][C:2]1[N:3]([CH2:7][CH2:8][CH2:9][CH2:10][C:11]#[CH:12])[CH:4]=[CH:5][N:6]=1.[Br:13][C:14]1[CH:40]=[C:39]([F:41])[CH:38]=[CH:37][C:15]=1[O:16][C:17]1[C:26]2[C:21](=[CH:22][C:23](OS(C(F)(F)F)(=O)=O)=[C:24]([O:27][CH3:28])[CH:25]=2)[N:20]=[CH:19][N:18]=1>>[Br:13][C:14]1[CH:40]=[C:39]([F:41])[CH:38]=[CH:37][C:15]=1[O:16][C:17]1[C:26]2[C:21](=[CH:22][C:23]([C:12]#[C:11][CH2:10][CH2:9][CH2:8][CH2:7][N:3]3[CH:4]=[CH:5][N:6]=[C:2]3[CH3:1])=[C:24]([O:27][CH3:28])[CH:25]=2)[N:20]=[CH:19][N:18]=1. Yields the product BrC1=C(OC2=NC=NC3=CC(=C(C=C23)OC)C#CCCCCN2C(=NC=C2)C)C=CC(=C1)F (4-(2-bromo-4-fluorophenoxy)-6-methoxy-7-[6-(2-methylimidazol-1-yl)-1-hexynyl]quinazoline). Reactants: [ 115 ], CC=1N(C=CN1)CCCCC#C (6-(2-methylimidazol-1-yl)-1-hexyne), BrC1=C(OC2=NC=NC3=CC(=C(C=C23)OC)OS(=O)(=O)C(F)(F)F)C=CC(=C1)F (4-(2-bromo-4-fluorophenoxy)-6-methoxy-7-trifluoromethanesulphonyloxyquinazoline). Reactants: O1C(CCCC1=O)=O (dihydro-2H-pyran-2,6(3H)-dione), NC1=CC=C(C#N)C=C1 (4-aminobenzonitrile). Solvent: C1CCOC1 (THF). Yields the product C(#N)C1=CC=C(C=C1)NC(CCCC(=O)O)=O (5-(4-cyanophenylamino)-5-oxopentanoic acid). The yield is 79.7%. RXN SMILES: [O:1]1[C:6](=[O:7])[CH2:5][CH2:4][CH2:3][C:2]1=[O:8].[NH2:9][C:10]1[CH:17]=[CH:16][C:13]([C:14]#[N:15])=[CH:12][CH:11]=1>C1COCC1>[C:14]([C:13]1[CH:16]=[CH:17][C:10]([NH:9][C:2](=[O:8])[CH2:3][CH2:4][CH2:5][C:6]([OH:1])=[O:7])=[CH:11][CH:12]=1)#[N:15]. Procedure: A solution of dihydro-2H-pyran-2,6(3H)-dione (483 mg, 4.23 mmol) and 4-aminobenzonitrile (500 mg, 4.23 mmol) in THF (15 mL) was heated with reflux for 14 hr. The reaction solution was concentrated under reduced pressure, and the precipitate was washed with ethyl acetate to give 5-(4-cyanophenylamino)-5-oxopentanoic acid (782 mg, 3.37 mmol, 80%) as a pale-yellow powder. The reactants are C1(CCCC1)=O (cyclopentanone), C(#N)C1(CCNCC1)C1=CC=C(C=C1)NC(OC(C)(C)C)=O (tert-butyl 4-(4-cyanopiperidin-4-yl)phenylcarbamate), [BH3-]C#N.[Na+] (NaBH3CN). The solvent is CC(=O)O (HOAc), CO (MeOH). Conditions: time 2.5 hour. Product: C(#N)C1(CCN(CC1)C1CCCC1)C1=CC=C(C=C1)NC(OC(C)(C)C)=O (tert-butyl 4-(4-cyano-1-cyclopentylpiperidin-4-yl)phenylcarbamate). The yield is 98.4%. RXN SMILES: [C:1]([C:3]1([C:9]2[CH:14]=[CH:13][C:12]([NH:15][C:16](=[O:22])[O:17][C:18]([CH3:21])([CH3:20])[CH3:19])=[CH:11][CH:10]=2)[CH2:8][CH2:7][NH:6][CH2:5][CH2:4]1)#[N:2].[C:23]1(=O)[CH2:27][CH2:26][CH2:25][CH2:24]1.[BH3-]C#N.[Na+]>CO.CC(O)=O>[C:1]([C:3]1([C:9]2[CH:14]=[CH:13][C:12]([NH:15][C:16](=[O:22])[O:17][C:18]([CH3:19])([CH3:21])[CH3:20])=[CH:11][CH:10]=2)[CH2:4][CH2:5][N:6]([CH:23]2[CH2:27][CH2:26][CH2:25][CH2:24]2)[CH2:7][CH2:8]1)#[N:2] |f:2.3|. Procedure details: Compound 348 (230 mg, 0.77 mmol) was dissolved in 20 mL MeOH and 1 mL HOAc. To the solution was added cyclopentanone (280 μL, 3.08 mmol) and the mixture was stirred at RT for 2.5 hours. Then NaBH3CN (290 mg, 4.62 mmol) was added, and the mixture was stirred at RT for overnight. It was concentrated in vacuo, diluted with EtOAc 150 mL, washed with 1N NaOH and water, dried, concentrated in vacuo to dryness to give crude tert-butyl 4-(4-cyano-1-cyclopentylpiperidin-4-yl)phenylcarbamate (349, 280 mg,...